From a dataset of the Open Reaction Database (ORD), a public repository of structured organic reaction records. describe an organic reaction: reactants, conditions, products, and yield Reactants: CSC=1NC(C(=CN1)C(=O)OCC)=O (Ethyl 1,6-dihydro-2-methylthio-6-oxo-5-pyrimidinecarboxylate), COC1=C(N)C=C(C=C1)OC (2,5-dimethoxyaniline). Run in C(C)O (ethanol). Reaction conditions: time 17 hour. Product: COC1=C(NC=2NC(C(=CN2)C(=O)OCC)=O)C=C(C=C1)OC (ethyl 1,6-dihydro-2-(2,5-dimethoxyanilino)-6-oxo-5-pyrimidinecarboxylate). The yield is 59.0%. As a reaction SMILES: CS[C:3]1[NH:4][C:5](=[O:14])[C:6]([C:9]([O:11][CH2:12][CH3:13])=[O:10])=[CH:7][N:8]=1.[CH3:15][O:16][C:17]1[CH:23]=[CH:22][C:21]([O:24][CH3:25])=[CH:20][C:18]=1[NH2:19]>C(O)C>[CH3:15][O:16][C:17]1[CH:23]=[CH:22][C:21]([O:24][CH3:25])=[CH:20][C:18]=1[NH:19][C:3]1[NH:4][C:5](=[O:14])[C:6]([C:9]([O:11][CH2:12][CH3:13])=[O:10])=[CH:7][N:8]=1. Procedure details: Ethyl 1,6-dihydro-2-methylthio-6-oxo-5-pyrimidinecarboxylate (10 g) and 2,5-dimethoxyaniline (8.6 g) are added to ethanol (200 ml), and the mixture is refluxed with stirring for 17 hours. After cooling, the precipitate is collected by filtration and recrystallized from a mixture of DMF and water to give ethyl 1,6-dihydro-2-(2,5-dimethoxyanilino)-6-oxo-5-pyrimidinecarboxylate (8.8 g). M.p. 221°-223° C. The solvent is O (water), N1=CC=CC=C1 (pyridine). Run at time 60 hour. Starting materials: C(O)([O-])=O.[Na+] (sodium hydrogencarbonate), CC(CO)(C)C (2,2-dimethyl-1-propanol), C(Cl)(Cl)Cl (chloroform), BrC=1C=C(C=CC1)S(=O)(=O)Cl (3-bromobenzenesulfonyl chloride). Yield: 108.1%. RXN SMILES: [CH3:1][C:2]([CH3:6])([CH3:5])[CH2:3][OH:4].C(Cl)(Cl)Cl.[Br:11][C:12]1[CH:13]=[C:14]([S:18](Cl)(=[O:20])=[O:19])[CH:15]=[CH:16][CH:17]=1.C(=O)([O-])O.[Na+]>O.N1C=CC=CC=1>[Br:11][C:12]1[CH:13]=[C:14]([S:18]([O:4][CH2:3][C:2]([CH3:6])([CH3:5])[CH3:1])(=[O:20])=[O:19])[CH:15]=[CH:16][CH:17]=1 |f:3.4|. Reported procedure: Under cooling in an ice bath, 2,2-dimethyl-1-propanol (1.55 g) was added to a chloroform (20 mL) solution that contained 3-bromobenzenesulfonyl chloride (3.00 g) and pyridine (1.86 g), and the obtained solution was then stirred at a room temperature for 60 hours. Thereafter, water and a saturated sodium hydrogencarbonate aqueous solution were added to the reaction solution, and the obtained mixture was then extracted with chloroform. The organic layer was washed with a saturated saline, and was ... Product: BrC=1C=C(C=CC1)S(=O)(=O)OCC(C)(C)C (2,2-Dimethylpropyl 3-bromobenzenesulfonate). The reactants are ClC1=CC=C(C=C1)C(C=1C=C2C(=CC(NC2=C(C1)Br)=O)Br)C1=CC=C(C=C1)Cl (6-(bis(4-chlorophenyl)methyl)-4,8-dibromoquinolin-2(1H)-one), FC(S(=O)(=O)N1CCC(CC1)N)(F)F (1-((trifluoromethyl)sulfonyl)piperidin-4-amine), C(=O)([O-])[O-].[Cs+].[Cs+] (Cs2CO3), O1CCOCC1 (1,4-dioxane). Reagents/catalysts: C=1C=CC(=CC1)/C=C/C(=O)/C=C/C2=CC=CC=C2.C=1C=CC(=CC1)/C=C/C(=O)/C=C/C2=CC=CC=C2.C=1C=CC(=CC1)/C=C/C(=O)/C=C/C2=CC=CC=C2.[Pd].[Pd] (Pd2(dba)3), C1=CC=C(C=C1)P([C-]2C=CC=C2)C3=CC=CC=C3.C1=CC=C(C=C1)P([C-]2C=CC=C2)C3=CC=CC=C3.[Fe+2] (dppf). Run in CCOC(=O)C (EtOAc), O (water). Run at temperature 95 celsius. Product: ClC1=CC=C(C=C1)C(C=1C=C2C(=CC(NC2=C(C1)Br)=O)NC1CCN(CC1)S(=O)(=O)C(F)(F)F)C1=CC=C(C=C1)Cl (6-(bis(4-chlorophenyl)methyl)-8-bromo-4-((1-((trifluoromethyl)sulfonyl)piperidin-4-yl)amino)quinolin-2(1H)-one). As a reaction SMILES: [Cl:1][C:2]1[CH:7]=[CH:6][C:5]([CH:8]([C:22]2[CH:27]=[CH:26][C:25]([Cl:28])=[CH:24][CH:23]=2)[C:9]2[CH:10]=[C:11]3[C:16](=[C:17]([Br:19])[CH:18]=2)[NH:15][C:14](=[O:20])[CH:13]=[C:12]3Br)=[CH:4][CH:3]=1.[F:29][C:30]([F:42])([F:41])[S:31]([N:34]1[CH2:39][CH2:38][CH:37]([NH2:40])[CH2:36][CH2:35]1)(=[O:33])=[O:32].C([O-])([O-])=O.[Cs+].[Cs+].O1CCOCC1>CCOC(C)=O.O.C1C=CC(/C=C/C(/C=C/C2C=CC=CC=2)=O)=CC=1.C1C=CC(/C=C/C(/C=C/C2C=CC=CC=2)=O)=CC=1.C1C=CC(/C=C/C(/C=C/C2C=CC=CC=2)=O)=CC=1.[Pd].[Pd].C1C=CC(P(C2C=CC=CC=2)[C-]2C=CC=C2)=CC=1.C1C=CC(P(C2C=CC=CC=2)[C-]2C=CC=C2)=CC=1.[Fe+2]>[Cl:28][C:25]1[CH:26]=[CH:27][C:22]([CH:8]([C:5]2[CH:4]=[CH:3][C:2]([Cl:1])=[CH:7][CH:6]=2)[C:9]2[CH:10]=[C:11]3[C:16](=[C:17]([Br:19])[CH:18]=2)[NH:15][C:14](=[O:20])[CH:13]=[C:12]3[NH:40][CH:37]2[CH2:38][CH2:39][N:34]([S:31]([C:30]([F:41])([F:42])[F:29])(=[O:33])=[O:32])[CH2:35][CH2:36]2)=[CH:23][CH:24]=1 |f:2.3.4,8.9.10.11.12,13.14.15|. Procedure: A mixture of 6-(bis(4-chlorophenyl)methyl)-4,8-dibromoquinolin-2(1H)-one (48 mg, 0.0892 mmol), 1-((trifluoromethyl)sulfonyl)piperidin-4-amine (26.4 mg, 0.0981 mmol), Pd2(dba)3 (8.2 mg, 0.00892 mmol), dppf (14.8 mg, 0.0268 mmol), Cs2CO3 (72.7 mg, 0.223 mmol) and 1,4-dioxane (0.9 mL) was heated under argon to 95° C. overnight. The reaction was diluted with EtOAc and water. The aqueous layer was extracted with EtOAc. The combined organics were concentrated and purified by silica column (40-50% EtOA... Reactants: CC(C)(C)[Si](OCCCCCCC(c1cc(F)ccc1F)S(=O)(=O)c1ccc(Cl)cc1)(c1ccccc1)c1ccccc1, CCCC[N+](CCCC)(CCCC)CCCC, CCCCCC, [F-], C1CCOC1, O. The product is O=S(=O)(c1ccc(Cl)cc1)C(CCCCCCO)c1cc(F)ccc1F. As a reaction SMILES: [C:1]([Si:2]([c:3]1[cH:4][cH:5][cH:32][cH:33][cH:34]1)([O:6][CH2:7][CH2:8][CH2:9][CH2:10][CH2:11][CH2:12][CH:13]([S:14](=[O:15])(=[O:16])[c:17]1[cH:18][cH:19][c:20]([Cl:23])[cH:21][cH:22]1)[c:24]1[c:25]([F:31])[cH:26][cH:27][c:28]([F:30])[cH:29]1)[c:35]1[cH:36][cH:37][cH:38][cH:39][cH:40]1)([CH3:41])([CH3:42])[CH3:43].[CH3:45][CH2:46][CH2:47][CH2:48][N+:49]([CH2:50][CH2:51][CH2:52][CH3:53])([CH2:54][CH2:55][CH2:56][CH3:57])[CH2:58][CH2:59][CH2:60][CH3:61].[CH3:68][CH2:69][CH2:70][CH2:71][CH2:72][CH3:73].[F-:44].[O:63]1[CH2:64][CH2:65][CH2:66][CH2:67]1.[OH2:62]>>[OH:6][CH2:7][CH2:8][CH2:9][CH2:10][CH2:11][CH2:12][CH:13]([S:14](=[O:15])(=[O:16])[c:17]1[cH:18][cH:19][c:20]([Cl:23])[cH:21][cH:22]1)[c:24]1[c:25]([F:31])[cH:26][cH:27][c:28]([F:30])[cH:29]1. Reactants: FC1=C(C=CC(=C1)F)C(C#N)NC1=CC=C(C=C1)S(N)(=O)=O (α-(2,4-difluorophenyl)-α-(4-sulfamoylanilino)acetonitrile), O=CC(C)=C (methacrolein). Product: FC1=C(C=CC(=C1)F)C=1N(C=C(C1)C)C1=CC=C(C=C1)S(N)(=O)=O (2-(2,4-Difluorophenyl)-4-methyl-1-(4-sulfamoylphenyl)pyrrole), powder. The yield is 32.0%. Reaction SMILES: [F:1][C:2]1[CH:7]=[C:6]([F:8])[CH:5]=[CH:4][C:3]=1[CH:9]([NH:12][C:13]1[CH:18]=[CH:17][C:16]([S:19](=[O:22])(=[O:21])[NH2:20])=[CH:15][CH:14]=1)[C:10]#N.O=[CH:24][C:25](=C)[CH3:26]>>[F:1][C:2]1[CH:7]=[C:6]([F:8])[CH:5]=[CH:4][C:3]=1[C:9]1[N:12]([C:13]2[CH:18]=[CH:17][C:16]([S:19](=[O:22])(=[O:21])[NH2:20])=[CH:15][CH:14]=2)[CH:24]=[C:25]([CH3:26])[CH:10]=1. Procedure: Following a procedure similar to that described in Example 1(iii), but using α-(2,4-difluorophenyl)-α-(4-sulfamoylanilino)acetonitrile [prepared as described in step (ii) above] and methacrolein as starting materials, the title compound was obtained as a pale brown powder (yield 32%), melting at 170-172° C.